From a dataset of the Open Reaction Database (ORD), a public repository of structured organic reaction records. describe an organic reaction: reactants, conditions, products, and yield The reactants are C(C)(C)(C)OC(=O)N1CC2=CC=C(C=C2CC1)I (6-Iodo-3,4-dihydro-1H-isoquinoline-2-carboxylic Acid Tert-Butyl Ester), O1CC1 (oxirane). Product: C(C)(C)(C)OC(=O)N1CC2=CC=C(C=C2CC1)CCO (6-(2-Hydroxy-ethyl)-3,4-dihydro-1H-isoquinoline-2-carboxylic acid tert-butyl ester). As a reaction SMILES: [C:1]([O:5][C:6]([N:8]1[CH2:17][CH2:16][C:15]2[C:10](=[CH:11][CH:12]=[C:13](I)[CH:14]=2)[CH2:9]1)=[O:7])([CH3:4])([CH3:3])[CH3:2].[O:19]1[CH2:21][CH2:20]1>>[C:1]([O:5][C:6]([N:8]1[CH2:17][CH2:16][C:15]2[C:10](=[CH:11][CH:12]=[C:13]([CH2:21][CH2:20][OH:19])[CH:14]=2)[CH2:9]1)=[O:7])([CH3:4])([CH3:3])[CH3:2]. Reported procedure: 6-(2-Hydroxy-ethyl)-3,4-dihydro-1H-isoquinoline-2-carboxylic acid tert-butyl ester is prepared as example 7c from 8.30 g (23.1 mmol) 6-iodo-3,4-dihydro-1H-isoquinoline-2-carboxylic acid tert-butyl ester (preparation 10a) and 4.07 g (92.4 mmol) oxirane. Starting materials: NC1=C(SC2=NC=C(N=C21)C=2OC=CC2)C(=O)OCC (ethyl 7-amino-2-(furan-2-yl)thieno[2,3-b]pyrazine-6-carboxylate), [OH-].[K+] (potassium hydroxide). Run in C(C)O (ethanol), O (water). Conditions: temperature 70 celsius, time 1 hour. Yields the product NC1=C(SC2=NC=C(N=C21)C=2OC=CC2)C(=O)O (7-amino-2-(furan-2-yl)thieno[2,3-b]pyrazine-6-carboxylic acid). Reaction SMILES: [NH2:1][C:2]1[C:10]2[C:5](=[N:6][CH:7]=[C:8]([C:11]3[O:12][CH:13]=[CH:14][CH:15]=3)[N:9]=2)[S:4][C:3]=1[C:16]([O:18]CC)=[O:17].[OH-].[K+]>C(O)C.O>[NH2:1][C:2]1[C:10]2[C:5](=[N:6][CH:7]=[C:8]([C:11]3[O:12][CH:13]=[CH:14][CH:15]=3)[N:9]=2)[S:4][C:3]=1[C:16]([OH:18])=[O:17] |f:1.2|. Reported procedure: A suspension of ethyl 7-amino-2-(furan-2-yl)thieno[2,3-b]pyrazine-6-carboxylate 58 (100 mg, 0.346 mmol) and potassium hydroxide (97 mg, 1.728 mmol) in ethanol (5 mL) and water (1 mL) was stirred at 70° C. for 1 h. Quenched in ice cold citric acid solution. The resulting precipitate was collected, washed with water and dried to 7-amino-2-(furan-2-yl)thieno[2,3-b]pyrazine-6-carboxylic acid 59 (66 mg, 73.1%). (m/z)=262 (M+H)+. The reactants are O[C@@H](CN[C@@H]1CC2=CC(=CC=C2CC1)OCC(=O)N1CCCC1)C1=CC(=C(C=C1)O)CO ((-)-1-[2-[(2S)-2-[[(2R)-2-hydroxy-2-(4-hydroxy-3hydroxymethylphenyl)ethyl]amino]-1,2,3,4-tetrahydronaphthalen-7-yloxy]acetyl]pyrrolidine), C([C@H](O)[C@@H](O)C(=O)O)(=O)O (L-tartaric acid), C([C@@H](O)[C@H](O)C(=O)O)(=O)O (D-tartaric acid), O[C@@H](CN[C@@H]1CC2=CC(=CC=C2CC1)OCC(=O)N1CCCC1)C1=CC(=C(C=C1)O)CO ((-)-1-[2-[(2S)-2-[[(2R)-2-hydroxy-2-(4-hydroxy-3hydroxymethylphenyl)ethyl]amino]-1,2,3,4-tetrahydronaphthalen-7-yloxy]acetyl]pyrrolidine), S(O)(O)(=O)=O (sulfuric acid). Yields the product O[C@@H](CN[C@@H]1CC2=CC(=CC=C2CC1)OCC(=O)N(C)C)C1=CC(=C(C=C1)O)CO ((-)-2-[(2S)-2-[[(2R)-2-Hydroxy-2-(4-hydroxy-3-hydroxymethylphenyl)ethyl]amino]-1,2,3,4-tetrahydronaphthalen-7-yloxy]-N,N-dimethylacetamide). As a reaction SMILES: [OH:1][C@H:2]([C:24]1[CH:29]=[CH:28][C:27]([OH:30])=[C:26]([CH2:31][OH:32])[CH:25]=1)[CH2:3][NH:4][C@H:5]1[CH2:14][CH2:13][C:12]2[C:7](=[CH:8][C:9]([O:15][CH2:16][C:17]([N:19]3[CH2:23]CC[CH2:20]3)=[O:18])=[CH:10][CH:11]=2)[CH2:6]1.S(=O)(=O)(O)O.C(O)(=O)[C@@H]([C@H](C(O)=O)O)O.C(O)(=O)[C@H]([C@@H](C(O)=O)O)O>>[OH:1][C@H:2]([C:24]1[CH:29]=[CH:28][C:27]([OH:30])=[C:26]([CH2:31][OH:32])[CH:25]=1)[CH2:3][NH:4][C@H:5]1[CH2:14][CH2:13][C:12]2[C:7](=[CH:8][C:9]([O:15][CH2:16][C:17]([N:19]([CH3:23])[CH3:20])=[O:18])=[CH:10][CH:11]=2)[CH2:6]1. Procedure: Using (-)-1-[2-[(2S)-2-[[(2R)-2-hydroxy-2-(4-hydroxy-3-hydroxymethylphenyl)ethyl]amino]-1,2,3,4-tetrahydronaphthalen-7-yloxy]acetyl]pyrrolidine (Compound 7) and sulfuric acid, L-tartaric acid or D-tartaric acid, the following salts were obtained in the same manner as that described in Example 7. Reactants: CC1(C)CC(c2ccccn2)c2cc(C#N)ccc2O1, O=C(OO)c1cccc(Cl)c1, ClCCl. The product is CC1(C)CC(c2cccc[n+]2[O-])c2cc(C#N)ccc2O1. RXN SMILES: [CH3:12][C:13]1([CH3:31])[O:14][c:15]2[c:16]([cH:25][c:26]([C:29]#[N:30])[cH:27][cH:28]2)[CH:17]([c:19]2[n:20][cH:21][cH:22][cH:23][cH:24]2)[CH2:18]1.[Cl:1][c:2]1[cH:3][cH:4][cH:5][c:6]([C:7]([O:8][OH:10])=[O:9])[cH:11]1.[Cl:32][CH2:33][Cl:34]>>[O-:9][n+:20]1[c:19]([CH:17]2[c:16]3[c:15]([cH:28][cH:27][c:26]([C:29]#[N:30])[cH:25]3)[O:14][C:13]([CH3:12])([CH3:31])[CH2:18]2)[cH:24][cH:23][cH:22][cH:21]1.